This data is from the Open Reaction Database (ORD), a public repository of structured organic reaction records. The task is: describe an organic reaction: reactants, conditions, products, and yield Starting materials: CC1(C(C1C=C(C1=CC=CC=C1)C(F)(F)F)C(=O)O)C (2,2-dimethyl-3-(2-trifluoromethyl-2-phenyl-vinyl)-cyclopropanecarboxylic acid), S(=O)(Cl)Cl (thionyl chloride). Solvent: C(Cl)(Cl)(Cl)Cl (carbon tetrachloride). The product is CC1(C(C1C=C(C1=CC=CC=C1)C(F)(F)F)C(=O)Cl)C (2,2-dimethyl-3-(2-trifluoromethyl-2-phenyl-vinyl)-cyclopropanecarboxylic acid chloride). Isolated yield 92.5%. RXN SMILES: [CH3:1][C:2]1([CH3:20])[CH:4]([CH:5]=[C:6]([C:13]([F:16])([F:15])[F:14])[C:7]2[CH:12]=[CH:11][CH:10]=[CH:9][CH:8]=2)[CH:3]1[C:17](O)=[O:18].S(Cl)([Cl:23])=O>C(Cl)(Cl)(Cl)Cl>[CH3:1][C:2]1([CH3:20])[CH:4]([CH:5]=[C:6]([C:13]([F:16])([F:15])[F:14])[C:7]2[CH:12]=[CH:11][CH:10]=[CH:9][CH:8]=2)[CH:3]1[C:17]([Cl:23])=[O:18]. Procedure details: 7.1 g (0.025 mol) of 2,2-dimethyl-3-(2-trifluoromethyl-2-phenyl-vinyl)-cyclopropanecarboxylic acid were dissolved in 100 ml of carbon tetrachloride, and 9 g of thionyl chloride were slowly added dropwise at 25° C., while stirring. The mixture was then heated to the reflux temperature for 4 hours. After this reaction time, excess thionyl chloride and carbon tetrachloride were distilled off under a waterpump vacuum. The oil which remained was freed from last residues of solvent by brief incipient ... Starting materials: [OH-].[Na+] (sodium hydroxide), COC=1C(=C2CC3=C(NC=4C=CC=CC34)C2=CC1C)C (5,10-Dihydro-2-methoxy-1,3-dimethylindeno[1,2-b]indole), ice water, C(#N)[BH3-].[Na+] (Sodium cyanoborohydride). Run in C(C)(=O)O (acetic acid). Conditions: time 2 hour. Yields the product COC=1C(=C2C[C@H]3[C@H](NC=4C=CC=CC34)C2=CC1C)C (cis-4b,5,9b,10-Tetrahydro-2-methoxy-1,3-dimethylindeno[1,2-b]indole). Reaction SMILES: [CH3:1][O:2][C:3]1[C:4]([CH3:20])=[C:5]2[C:16](=[CH:17][C:18]=1[CH3:19])[C:8]1[NH:9][C:10]3[CH:11]=[CH:12][CH:13]=[CH:14][C:15]=3[C:7]=1[CH2:6]2.C([BH3-])#N.[Na+].[OH-].[Na+]>C(O)(=O)C>[CH3:1][O:2][C:3]1[C:4]([CH3:20])=[C:5]2[C:16](=[CH:17][C:18]=1[CH3:19])[C@H:8]1[NH:9][C:10]3[CH:11]=[CH:12][CH:13]=[CH:14][C:15]=3[C@H:7]1[CH2:6]2 |f:1.2,3.4|. Reported procedure: 5,10-Dihydro-2-methoxy-1,3-dimethylindeno[1,2-b]indole (1 g, 3.80 mmol) was stirred at room temperature in glacial acetic acid (15 cm3). Sodium cyanoborohydride (0.75 g, 3 equivalents) was added portionwise over 15 minutes, and the reaction stirred for a further two hours. The reaction was poured into ice/water (30 cm3), and stirred for a further 30 minutes. The solution was neutralised with aqueous sodium hydroxide, and extracted into diethyl ether. The organic extracts were copiously washed wi...